Dataset: the Open Reaction Database (ORD), a public repository of structured organic reaction records. Task: describe an organic reaction: reactants, conditions, products, and yield The reactants are ClC1=NC(=C2N=C(NC2=N1)CN1CCN(CC1)S(=O)(=O)C)N1CCOCC1 (4-(2-chloro-8-((4-(methylsulfonyl)piperazin-1-yl)methyl)-9H-purin-6-yl)morpholine), BrCCOC (2-bromoethylmethylether). Yields the product ClC1=NC(=C2N=C(N(C2=N1)CCOC)CN1CCN(CC1)S(=O)(=O)C)N1CCOCC1 (4-(2-chloro-9-(2-methoxyethyl)-8-((4-(methylsulfonyl)piperazin-1-yl)methyl)-9H-purin-6-yl)morpholine). As a reaction SMILES: [Cl:1][C:2]1[N:10]=[C:9]2[C:5]([N:6]=[C:7]([CH2:11][N:12]3[CH2:17][CH2:16][N:15]([S:18]([CH3:21])(=[O:20])=[O:19])[CH2:14][CH2:13]3)[NH:8]2)=[C:4]([N:22]2[CH2:27][CH2:26][O:25][CH2:24][CH2:23]2)[N:3]=1.Br[CH2:29][CH2:30][O:31][CH3:32]>>[Cl:1][C:2]1[N:10]=[C:9]2[C:5]([N:6]=[C:7]([CH2:11][N:12]3[CH2:13][CH2:14][N:15]([S:18]([CH3:21])(=[O:19])=[O:20])[CH2:16][CH2:17]3)[N:8]2[CH2:29][CH2:30][O:31][CH3:32])=[C:4]([N:22]2[CH2:23][CH2:24][O:25][CH2:26][CH2:27]2)[N:3]=1. Procedure details: 4-(2-chloro-8-((4-(methylsulfonyl)piperazin-1-yl)methyl)-9H-purin-6-yl)morpholine (215 mg) was reacted with 2-bromoethylmethylether via General Procedure C to give 4-(2-chloro-9-(2-methoxyethyl)-8-((4-(methylsulfonyl)piperazin-1-yl)methyl)-9H-purin-6-yl)morpholine (207 mg) which was reacted with 4-(4,4,5,5-tetramethyl-1,3,2-dioxaborolan-2-yl)-1H-indazole via General Procedure A and purified via reverse phase HPLC to give 21.6 mg 133 as a white solid. MS (Q1) 556.3 (M)+. Reactants: COC(C[C@@H]1CC(O1)=O)CCCCCCCCC ((4R)-4-((2RS)-2-Methoxyundecyl)oxetan-2-one), [OH-].[Na+] (NaOH). The solvent is C1CCOC1 (THF), O (water). Run at time 1 hour. The product is O[C@@H](CC(=O)O)CC(CCCCCCCCC)OC ((3R,5RS)-3-Hydroxy-5-methoxytetradecanoic acid). Reaction SMILES: [CH3:1][O:2][CH:3]([CH2:10][CH2:11][CH2:12][CH2:13][CH2:14][CH2:15][CH2:16][CH2:17][CH3:18])[CH2:4][C@H:5]1[O:8][C:7](=[O:9])[CH2:6]1.[OH-:19].[Na+]>C1COCC1.O>[OH:8][C@H:5]([CH2:4][CH:3]([O:2][CH3:1])[CH2:10][CH2:11][CH2:12][CH2:13][CH2:14][CH2:15][CH2:16][CH2:17][CH3:18])[CH2:6][C:7]([OH:19])=[O:9] |f:1.2|. Reported procedure: (ref. Gu, et al. Nature 459, 731-735 (2009)). To a solution of 6 (92.0 mg, 0.359 mmol, 1.0 equiv) in THF (1.5 mL) was added a solution of NaOH (15.7 mg, 0.394 mmol, 1.1 equiv) in water (1.5 mL). The reaction mixture was stirred at rt for 1 h. During this time, its appearance changed from turbid to clear (t=about 0.5 h). The solution was quenched by addition of 1 M HCl (1 mL) and extracted with ether (2×5 mL). The combined organic layers were washed with water (5 mL) and brine (5 mL), dried (Na2S... Reactants: O=C([O-])O, CO, CC(C)O, ClC(Cl)Cl, [Cl-], Cl, Cc1ccccc1-n1c(CF)nc2ccc([N+](=O)[O-])cc2c1=O, [Na+], O. Yields the product Cc1ccccc1-n1c(CF)nc2ccc(N)cc2c1=O. Reaction SMILES: [C:26](=[O:27])([OH:28])[O-:29].[CH3:31][OH:32].[CH:34]([OH:35])([CH3:36])[CH3:37].[CH:38]([Cl:39])([Cl:40])[Cl:41].[Cl-:24].[ClH:33].[F:1][CH2:2][c:3]1[n:4][c:5]2[cH:6][cH:7][c:8]([N+:21]([O-:22])=[O:23])[cH:9][c:10]2[c:11](=[O:20])[n:12]1-[c:13]1[c:14]([CH3:19])[cH:15][cH:16][cH:17][cH:18]1.[Na+:30].[OH2:25]>>[F:1][CH2:2][c:3]1[n:4][c:5]2[cH:6][cH:7][c:8]([NH2:21])[cH:9][c:10]2[c:11](=[O:20])[n:12]1-[c:13]1[c:14]([CH3:19])[cH:15][cH:16][cH:17][cH:18]1. Starting materials: Cc1ccc(C(=O)O)cc1, [Cl-], O=S(=O)(O)Cl, [Na+]. Product: Cc1ccc(C(=O)O)cc1S(=O)(=O)Cl. RXN SMILES: [CH3:8][c:9]1[cH:10][cH:11][c:12]([C:13](=[O:14])[OH:15])[cH:16][cH:17]1.[Cl-:2].[Cl:3][S:4](=[O:5])(=[O:6])[OH:7].[Na+:1]>>[Cl:3][S:4](=[O:5])(=[O:7])[c:10]1[c:9]([CH3:8])[cH:17][cH:16][c:12]([C:13](=[O:14])[OH:15])[cH:11]1. Reactants: ClC1=CC=C(C=C1)C1=CC=C(C=C1)/C=C/C(=O)O ((E)-3-(4′-chloro-biphenyl-4-yl)-acrylic acid), CNC1=CC=C(C=C1)CN1CCCCC1 (methyl-(4-piperidin-1-ylmethyl-phenyl)-amine). Yields the product ClC1=CC=C(C=C1)C1=CC=C(C=C1)/C=C/C(=O)N(C1=CC=C(C=C1)CN1CCCCC1)C ((E)-3-(4′-chloro-biphenyl-4-yl)-N-methyl-N-(4-piperidin-1-ylmethyl-phenyl)-acrylamide). Reaction SMILES: [Cl:1][C:2]1[CH:7]=[CH:6][C:5]([C:8]2[CH:13]=[CH:12][C:11](/[CH:14]=[CH:15]/[C:16]([OH:18])=O)=[CH:10][CH:9]=2)=[CH:4][CH:3]=1.[CH3:19][NH:20][C:21]1[CH:26]=[CH:25][C:24]([CH2:27][N:28]2[CH2:33][CH2:32][CH2:31][CH2:30][CH2:29]2)=[CH:23][CH:22]=1>>[Cl:1][C:2]1[CH:3]=[CH:4][C:5]([C:8]2[CH:9]=[CH:10][C:11](/[CH:14]=[CH:15]/[C:16]([N:20]([CH3:19])[C:21]3[CH:22]=[CH:23][C:24]([CH2:27][N:28]4[CH2:33][CH2:32][CH2:31][CH2:30][CH2:29]4)=[CH:25][CH:26]=3)=[O:18])=[CH:12][CH:13]=2)=[CH:6][CH:7]=1. Reported procedure: Prepared analogously to Example 172 starting from (E)-3-(4′-chloro-biphenyl-4-yl)-acrylic acid and methyl-(4-piperidin-1-ylmethyl-phenyl)-amine. The reactants are C(C)OC(=O)C=P(C1=CC=CC=C1)(C1=CC=CC=C1)C1=CC=CC=C1 (Ethoxycarbonylmethylenetriphenylphosphorane), CC(CC(C(=O)OCC1=CC=CC=C1)=O)C (benzyl 4-methyl-2-oxopentanoate). Solvent: ClCCl (dichloromethane), ClCCl (dichloromethane). Conditions: temperature 0 celsius. Yields the product C(C)OC(=O)C=C(C(=O)OCC1=CC=CC=C1)CC(C)C (benzyl 3-(ethoxycarbonyl)-2-(2-methylpropyl)propenoate). Yield: 91.1%. RXN SMILES: [CH2:1]([O:3][C:4]([CH:6]=P(C1C=CC=CC=1)(C1C=CC=CC=1)C1C=CC=CC=1)=[O:5])[CH3:2].[CH3:26][CH:27]([CH3:41])[CH2:28][C:29](=O)[C:30]([O:32][CH2:33][C:34]1[CH:39]=[CH:38][CH:37]=[CH:36][CH:35]=1)=[O:31]>ClCCl>[CH2:1]([O:3][C:4]([CH:6]=[C:29]([CH2:28][CH:27]([CH3:41])[CH3:26])[C:30]([O:32][CH2:33][C:34]1[CH:39]=[CH:38][CH:37]=[CH:36][CH:35]=1)=[O:31])=[O:5])[CH3:2]. Procedure: Ethoxycarbonylmethylenetriphenylphosphorane (53.8 g., 0.155 mol.) was dissolved in dry dichloromethane (400 mls.) and the resulting solution was cooled to 0° C. To the cooled solution was added a solution of benzyl 4-methyl-2-oxopentanoate (34.0 g., 0.155 mol.) in dry dichloromethane (100 mls.) over a period of 25 minutes and the reaction mixture was then heated under reflux for 1 hour. The solvent was removed from the reaction mixture by evaporation in vacuo to yield an off-white solid. The sol... The reactants are NC(=O)c1ncc2cc(-c3ccccc3)c(-c3ccc(C=O)cc3)nc2n1, [Cl-], [NH3+]CCC(=O)c1ccccc1, CN(C)C=O, O. Yields the product NC(=O)c1ncc2cc(-c3ccccc3)c(-c3ccc(CNCCC(=O)c4ccccc4)cc3)nc2n1. RXN SMILES: [CH:1](=[O:2])[c:3]1[cH:4][cH:5][c:6](-[c:9]2[c:10](-[c:22]3[cH:23][cH:24][cH:25][cH:26][cH:27]3)[cH:11][c:12]3[c:13]([n:14][c:15]([C:18](=[O:19])[NH2:20])[n:16][cH:17]3)[n:21]2)[cH:7][cH:8]1.[Cl-:28].[O:29]=[C:30]([CH2:31][CH2:32][NH3+:33])[c:34]1[cH:35][cH:36][cH:37][cH:38][cH:39]1.[O:41]=[CH:42][N:43]([CH3:44])[CH3:45].[OH2:40]>>[CH2:1]([c:3]1[cH:4][cH:5][c:6](-[c:9]2[c:10](-[c:22]3[cH:23][cH:24][cH:25][cH:26][cH:27]3)[cH:11][c:12]3[c:13]([n:14][c:15]([C:18](=[O:19])[NH2:20])[n:16][cH:17]3)[n:21]2)[cH:7][cH:8]1)[NH:33][CH2:32][CH2:31][C:30](=[O:29])[c:34]1[cH:35][cH:36][cH:37][cH:38][cH:39]1. Starting materials: N#Cc1ncc(Br)cn1, Oc1ccc2c(c1)CCN(C1CCC1)CC2, [Cu]Br, [H-], [Na+], c1ccncc1. Yields the product N#Cc1ncc(Oc2ccc3c(c2)CCN(C2CCC2)CC3)cn1. RXN SMILES: [Br:19][c:20]1[cH:21][n:22][c:23]([C:26]#[N:27])[n:24][cH:25]1.[CH:1]1([N:5]2[CH2:6][CH2:7][c:8]3[c:9]([cH:12][c:13]([OH:16])[cH:14][cH:15]3)[CH2:10][CH2:11]2)[CH2:2][CH2:3][CH2:4]1.[Cu:34][Br:35].[H-:17].[Na+:18].[cH:28]1[cH:29][cH:30][n:31][cH:32][cH:33]1>>[CH:1]1([N:5]2[CH2:6][CH2:7][c:8]3[c:9]([cH:12][c:13]([O:16][c:20]4[cH:21][n:22][c:23]([C:26]#[N:27])[n:24][cH:25]4)[cH:14][cH:15]3)[CH2:10][CH2:11]2)[CH2:2][CH2:3][CH2:4]1. The reactants are ice, ClCCCCS(=O)(=O)Cl (4-chloro-1-butanesulfonyl chloride), C(Cl)Cl (CH2Cl2), N (ammonia). Conditions: time 16 hour. The product is ClC(CCS(=O)(=O)N)C (3-chloro-1-butanesulfonamide). Yield: 88.0%. RXN SMILES: Cl[CH2:2][CH2:3][CH2:4][CH2:5][S:6](Cl)(=[O:8])=[O:7].[NH3:10].C(Cl)[Cl:12]>>[Cl:12][CH:3]([CH3:2])[CH2:4][CH2:5][S:6]([NH2:10])(=[O:8])=[O:7]. Procedure details: To an ice-cooled solution of 4-chloro-1-butanesulfonyl chloride (D20) (43 g, 225 mmol, 1 equiv) in CH2Cl2 (350 ml) was slowly added aqueous ammonia solution (25%, 140 ml). The resulting mixture was stirred at room temperature for 16 h then concentrated in vacuo. The residue was diluted with AcOEt and washed with brine. The organic phase was dried over MgSO4 and concentrated in vacuo to give crude 3-chloro-1-butanesulfonamide (D21b) (31 g, 88%). Starting materials: C(C1=CC=CC=C1)OC1=CC(N(C=C1)C=1C=CC2=C(N(C(=N2)C2C(C2)C(C)(C)O)C)C1)=O (4-(benzyloxy)-1-(2-((1RS,2SR)-2-(2-hydroxypropan-2-yl)cyclopropyl)-1-methyl-1H-benzimidazol-6-yl)pyridin-2(1H)-one). Reagents/catalysts: [Pd] (Pd/C). Solvent: CO (MeOH). Run at time 3 hour. Product: OC1=CC(N(C=C1)C=1C=CC2=C(N(C(=N2)C2C(C2)C(C)(C)O)C)C1)=O (4-Hydroxy-1-(2-((1RS,2SR)-2-(2-hydroxypropan-2-yl)cyclopropyl)-1-methyl-1H-benzimidazol-6-yl)pyridin-2(1H)-one). Yield: 89.1%. As a reaction SMILES: C([O:8][C:9]1[CH:14]=[CH:13][N:12]([C:15]2[CH:16]=[CH:17][C:18]3[N:22]=[C:21]([CH:23]4[CH2:25][CH:24]4[C:26]([OH:29])([CH3:28])[CH3:27])[N:20]([CH3:30])[C:19]=3[CH:31]=2)[C:11](=[O:32])[CH:10]=1)C1C=CC=CC=1>[Pd].CO>[OH:8][C:9]1[CH:14]=[CH:13][N:12]([C:15]2[CH:16]=[CH:17][C:18]3[N:22]=[C:21]([CH:23]4[CH2:25][CH:24]4[C:26]([OH:29])([CH3:27])[CH3:28])[N:20]([CH3:30])[C:19]=3[CH:31]=2)[C:11](=[O:32])[CH:10]=1. Procedure details: A mixture of 4-(benzyloxy)-1-(2-((1RS,2SR)-2-(2-hydroxypropan-2-yl)cyclopropyl)-1-methyl-1H-benzimidazol-6-yl)pyridin-2(1H)-one (1.35 g), 10% Pd/C (0.6 g) and MeOH (30 ml) was stirred under H2 atmosphere at room temperature for 3 h. The catalyst was removed by filtration, and the filtrate was concentrated in vacuo to give the title compound (950 mg) as an off-white solid.